From a dataset of the Open Reaction Database (ORD), a public repository of structured organic reaction records. describe an organic reaction: reactants, conditions, products, and yield The reactants are [N+](=O)([O-])C=1C(=C(N)C=CC1)C=C (3-nitro-2-vinylaniline), C(C=C)OC=1C=C(OC2=CC=C(C=O)C=C2)C=CC1 (4-[3-(allyloxy)phenoxy]benzaldehyde). The product is C(C=C)OC=1C=C(OC2=CC=C(CNC3=C(C(=CC=C3)[N+](=O)[O-])C=C)C=C2)C=CC1 (N-{4-[3-(allyloxy)phenoxy]benzyl}-N-(3-nitro-2-vinylphenyl)amine). Reaction SMILES: [N+:1]([C:4]1[C:5]([CH:11]=[CH2:12])=[C:6]([CH:8]=[CH:9][CH:10]=1)[NH2:7])([O-:3])=[O:2].[CH2:13]([O:16][C:17]1[CH:18]=[C:19]([CH:29]=[CH:30][CH:31]=1)[O:20][C:21]1[CH:28]=[CH:27][C:24]([CH:25]=O)=[CH:23][CH:22]=1)[CH:14]=[CH2:15]>>[CH2:13]([O:16][C:17]1[CH:18]=[C:19]([CH:29]=[CH:30][CH:31]=1)[O:20][C:21]1[CH:28]=[CH:27][C:24]([CH2:25][NH:7][C:6]2[CH:8]=[CH:9][CH:10]=[C:4]([N+:1]([O-:3])=[O:2])[C:5]=2[CH:11]=[CH2:12])=[CH:23][CH:22]=1)[CH:14]=[CH2:15]. Reported procedure: The product from Example 44B and the product from Example 61C were processed as in Example 6A to provide the title compound.